From a dataset of the Open Reaction Database (ORD), a public repository of structured organic reaction records. describe an organic reaction: reactants, conditions, products, and yield Reactants: C1(=CC=C(C=C1)S(=O)(=O)O)C (para-toluenesulfonic acid), CC(C(C)S)S (2,3-butanedithiol), O1C(=CC=C1)C=O (2-furaldehyde). The solvent is C1CCCCC1 (cyclohexane). Conditions: time 35 minute. Yields the product O1C(=CC=C1)C1SC(C(S1)C)C (2-(2-FURYL)-4,5-DIMETHYL-1,3-DITHIOLANE). As a reaction SMILES: C1(C)C=CC(S(O)(=O)=O)=CC=1.[CH3:12][CH:13]([SH:17])[CH:14]([SH:16])[CH3:15].[O:18]1[CH:22]=[CH:21][CH:20]=[C:19]1[CH:23]=O>C1CCCCC1>[O:18]1[CH:22]=[CH:21][CH:20]=[C:19]1[CH:23]1[S:17][CH:13]([CH3:12])[CH:14]([CH3:15])[S:16]1. Reported procedure: Into a 100 ml reaction flask equipped with magnetic stirring bar, thermometer and reflux condenser and hot plate with magnetic stirring apparatus is placed 0.5 grams para-toluenesulfonic acid, 5 ml cyclohexane and 6.1 grams (0.05 moles) of 2,3-butanedithiol. Over a period of 35 minutes, 4.8 grams (0.05 moles) of 2-furaldehyde is added to the reaction mass with stirring. The reaction mass is then heated to reflux and refluxed for a period of 7.5 hours with stirring while removing water of reactio... Starting materials: O (water), FC(C(C(=O)O)(C)O)(F)F (3,3,3-trifluoro-2-hydroxy-2-methylpropanoic acid), C(#N)C1=C(C=C(C=C1)N)SC1=CC=CC=C1 (4-Cyano-3-phenylthiobenzenamine), S(=O)(Cl)Cl (thionyl chloride). The solvent is CN(C(C)=O)C (N,N-dimethylacetamide). Conditions: time 1 hour. Yields the product C(#N)C1=C(C=C(C=C1)NC(C(C(F)(F)F)(C)O)=O)SC1=CC=CC=C1 (N-(4-Cyano-3-phenylthiophenyl)-3,3,3,-trifluoro-2-hydroxy-2-methyl propanamide). Yield: 94.8%. Reaction SMILES: [F:1][C:2]([F:10])([F:9])[C:3]([OH:8])([CH3:7])[C:4](O)=[O:5].S(Cl)(Cl)=O.[C:15]([C:17]1[CH:22]=[CH:21][C:20]([NH2:23])=[CH:19][C:18]=1[S:24][C:25]1[CH:30]=[CH:29][CH:28]=[CH:27][CH:26]=1)#[N:16].O>CN(C)C(=O)C>[C:15]([C:17]1[CH:22]=[CH:21][C:20]([NH:23][C:4](=[O:5])[C:3]([OH:8])([CH3:7])[C:2]([F:10])([F:9])[F:1])=[CH:19][C:18]=1[S:24][C:25]1[CH:26]=[CH:27][CH:28]=[CH:29][CH:30]=1)#[N:16]. Procedure details: To a stirred, cooled (-20° C.) solution of 3,3,3-trifluoro-2-hydroxy-2-methylpropanoic acid (1.62 g 10.2 mmol) in N,N-dimethylacetamide (15 mL) was rapidly added thionyl chloride (1.30 g, 10.9 mmol) and the mixture (a precipitate formed after a few minutes) stirred at -20° C. to -5° C. for 1 hour. 4-Cyano-3-phenylthiobenzenamine (1.55 g, 6.85 mmol) was then added in one portion and the mixture allowed to stir at room temperature overnight. The solution was poured into water, extracted with ethyl... Starting materials: COCCC(=O)Cl, CC(N)C(Oc1ccc2c(cnn2-c2ccc(F)cc2)c1)c1ccccc1. Product: COCCC(=O)NC(C)C(Oc1ccc2c(cnn2-c2ccc(F)cc2)c1)c1ccccc1. RXN SMILES: [CH3:28][O:29][CH2:30][CH2:31][C:32](=[O:33])[Cl:34].[F:1][c:2]1[cH:3][cH:4][c:5](-[n:8]2[n:9][cH:10][c:11]3[cH:12][c:13]([O:17][CH:18]([CH:19]([CH3:20])[NH2:21])[c:22]4[cH:23][cH:24][cH:25][cH:26][cH:27]4)[cH:14][cH:15][c:16]23)[cH:6][cH:7]1>>[F:1][c:2]1[cH:3][cH:4][c:5](-[n:8]2[n:9][cH:10][c:11]3[cH:12][c:13]([O:17][CH:18]([CH:19]([CH3:20])[NH:21][C:32]([CH2:31][CH2:30][O:29][CH3:28])=[O:33])[c:22]4[cH:23][cH:24][cH:25][cH:26][cH:27]4)[cH:14][cH:15][c:16]23)[cH:6][cH:7]1. Reactants: CO, CCCc1c(C(=O)NCc2ccc3cc(OCC(=O)OC)ccc3c2)cnn1-c1ccccc1, Cl, [Na+], [OH-], O. Yields the product CCCc1c(C(=O)NCc2ccc3cc(OCC(=O)O)ccc3c2)cnn1-c1ccccc1. As a reaction SMILES: [CH3:39][OH:40].[CH3:3][O:4][C:5]([CH2:6][O:7][c:8]1[cH:9][c:10]2[cH:11][cH:12][c:13]([CH2:18][NH:19][C:20](=[O:21])[c:22]3[cH:23][n:24][n:25](-[c:30]4[cH:31][cH:32][cH:33][cH:34][cH:35]4)[c:26]3[CH2:27][CH2:28][CH3:29])[cH:14][c:15]2[cH:16][cH:17]1)=[O:36].[ClH:38].[Na+:2].[OH-:1].[OH2:37]>>[O:4]=[C:5]([CH2:6][O:7][c:8]1[cH:9][c:10]2[cH:11][cH:12][c:13]([CH2:18][NH:19][C:20](=[O:21])[c:22]3[cH:23][n:24][n:25](-[c:30]4[cH:31][cH:32][cH:33][cH:34][cH:35]4)[c:26]3[CH2:27][CH2:28][CH3:29])[cH:14][c:15]2[cH:16][cH:17]1)[OH:36]. The reactants are BrCc1ccccc1, C1CCOC1, CC(C)(C)[O-], [K+], Nc1ccc([N+](=O)[O-])cc1O. The product is Nc1ccc([N+](=O)[O-])cc1OCc1ccccc1. As a reaction SMILES: [CH2:18]([c:19]1[cH:20][cH:21][cH:22][cH:23][cH:24]1)[Br:25].[CH2:26]1[O:27][CH2:28][CH2:29][CH2:30]1.[CH3:12][C:13]([CH3:14])([O-:15])[CH3:16].[K+:17].[NH2:1][c:2]1[c:3]([OH:11])[cH:4][c:5]([N+:8](=[O:9])[O-:10])[cH:6][cH:7]1>>[NH2:1][c:2]1[c:3]([O:11][CH2:18][c:19]2[cH:20][cH:21][cH:22][cH:23][cH:24]2)[cH:4][c:5]([N+:8](=[O:9])[O-:10])[cH:6][cH:7]1. Yield: 66.6%. Reported procedure: (S)-3-(4-Benzyloxy-phenyl)-N-tert-butyl-2-(3-methyl-butylamino)-propionamide mono-hydrochloride (0.78 g, 1.8 mmol, Example 2) and 3,3-dimethylbutyraldehyde (0.18 g, 1.8 mmol, Aldrich, Milwaukee, Wis.) were mixed in CH2Cl2 (19 mL). After stirring at ambient temperature under a nitrogen atmosphere for 30 minutes, the solution was cooled to 0° C. in an ice-water bath. To this solution was added sodium triacetoxyborohydride (0.60 g, 2.7 mmol). The resulting reaction mixture was stirred for 30 minute... The solvent is C(Cl)Cl (CH2Cl2). Conditions: time 30 minute. The reactants are C(=O)(O)[O-].[Na+] (NaHCO3), Cl.C(C1=CC=CC=C1)OC1=CC=C(C=C1)C[C@@H](C(=O)NC(C)(C)C)NCCC(C)C ((S)-3-(4-Benzyloxy-phenyl)-N-tert-butyl-2-(3-methyl-butylamino)-propionamide monohydrochloride), CC(CC=O)(C)C (3,3-dimethylbutyraldehyde), C(C)(=O)O[BH-](OC(C)=O)OC(C)=O.[Na+] (sodium triacetoxyborohydride). The product is Cl.C(C1=CC=CC=C1)OC1=CC=C(C=C1)C[C@@H](C(=O)NC(C)(C)C)N(CCC(C)C)CCC(C)(C)C ((S)-3-(4-Benzyloxy-phenyl)-N-tert-butyl-2-[(3,3-dimethyl-butyl)-(3-methyl-butyl)-amino]-propionamide monohydrochloride). Reaction SMILES: [ClH:1].[CH2:2]([O:9][C:10]1[CH:15]=[CH:14][C:13]([CH2:16][C@H:17]([NH:25][CH2:26][CH2:27][CH:28]([CH3:30])[CH3:29])[C:18]([NH:20][C:21]([CH3:24])([CH3:23])[CH3:22])=[O:19])=[CH:12][CH:11]=1)[C:3]1[CH:8]=[CH:7][CH:6]=[CH:5][CH:4]=1.[CH3:31][C:32]([CH3:37])([CH3:36])[CH2:33][CH:34]=O.C(O[BH-](OC(=O)C)OC(=O)C)(=O)C.[Na+].C([O-])(O)=O.[Na+]>C(Cl)Cl>[ClH:1].[CH2:2]([O:9][C:10]1[CH:15]=[CH:14][C:13]([CH2:16][C@H:17]([N:25]([CH2:34][CH2:33][C:32]([CH3:37])([CH3:36])[CH3:31])[CH2:26][CH2:27][CH:28]([CH3:30])[CH3:29])[C:18]([NH:20][C:21]([CH3:23])([CH3:24])[CH3:22])=[O:19])=[CH:12][CH:11]=1)[C:3]1[CH:4]=[CH:5][CH:6]=[CH:7][CH:8]=1 |f:0.1,3.4,5.6,8.9|. As a reaction SMILES: Cl.[NH2:2][C@H:3]([CH2:23][C:24]1[CH:29]=[CH:28][C:27]([Cl:30])=[CH:26][CH:25]=1)[C:4]([N:6]1[CH2:11][CH2:10][N:9]([C:12]2[CH:17]=[CH:16][CH:15]=[CH:14][C:13]=2[C:18]([N:20]([CH3:22])[CH3:21])=[O:19])[CH2:8][CH2:7]1)=[O:5].[N:31]1([C:44]([O:46][C:47]([CH3:50])([CH3:49])[CH3:48])=[O:45])[CH2:40][C:39]2[C:34](=[CH:35][CH:36]=[CH:37][CH:38]=2)[CH2:33][C@H:32]1[C:41](O)=[O:42].C1C=NC2N(O)N=NC=2C=1.C(Cl)CCl.CCN(C(C)C)C(C)C>>[CH3:21][N:20]([CH3:22])[C:18]([C:13]1[CH:14]=[CH:15][CH:16]=[CH:17][C:12]=1[N:9]1[CH2:8][CH2:7][N:6]([C:4](=[O:5])[C@H:3]([NH:2][C:41]([C@@H:32]2[CH2:33][C:34]3[C:39](=[CH:38][CH:37]=[CH:36][CH:35]=3)[CH2:40][N:31]2[C:44]([O:46][C:47]([CH3:50])([CH3:49])[CH3:48])=[O:45])=[O:42])[CH2:23][C:24]2[CH:29]=[CH:28][C:27]([Cl:30])=[CH:26][CH:25]=2)[CH2:11][CH2:10]1)=[O:19] |f:0.1|. The reactants are Cl.N[C@@H](C(=O)N1CCN(CC1)C1=C(C=CC=C1)C(=O)N(C)C)CC1=CC=C(C=C1)Cl ((2-{4-[(2R)-2-Amino-3-(4-chlorophenyl)propanoyl]-piperazinyl}phenyl)-N,N-dimethylcarboxamide HCl salt), C(CCl)Cl (EDC), CCN(C(C)C)C(C)C (DIEA), N1([C@@H](CC2=CC=CC=C2C1)C(=O)O)C(=O)OC(C)(C)C (Boc-L-Tic-OH), C1=CC2=C(N=C1)N(N=N2)O (HOAT). Product: CN(C(=O)C1=C(C=CC=C1)N1CCN(CC1)C([C@@H](CC1=CC=C(C=C1)Cl)NC(=O)[C@H]1N(CC2=CC=CC=C2C1)C(=O)OC(C)(C)C)=O)C (tert-Butyl 3-[N-((1R)-2-{4-[2-(N,N-dimethylcarbamoyl)-phenyl]piperazinyl}-1-[(4-chlorophenyl)methyl]-2-oxoethyl)carbamoyl](3S)-1,2,3,4-tetrahydro-isoquinoline-2-carboxylate). Procedure details: tert-Butyl 3-[N-((1R)-2-{4-[2-(N,N-dimethylcarbamoyl)-phenyl]piperazinyl}-1-[(4-chlorophenyl)methyl]-2-oxoethyl)carbamoyl](3S)-1,2,3,4-tetrahydro-isoquinoline-2-carboxylate was prepared according to the procedure described in Preparation V by using (2-{4-[(2R)-2-amino-3-(4-chlorophenyl)-propanoyl]-piperazinyl}phenyl)-N,N-dimethylcarboxamide HCl salt (Step 5) (230 mg, 0.50 mmol), Boc-L-Tic-OH (Bachem Company) (150 mg, 0.55 mmol), HOAT (Aldrich) (68 mg, 0. 50 mmol), EDC (Aldrich) (190 mg, 1.00 mmo... Product: C(C)(C)(C)C=1N=C(C2=C(N1)N(N=N2)CC2=C(C=CC=C2)OC(F)(F)F)N2CC(CC2)(F)F (5-tert-Butyl-7-(3,3-difluoro-pyrrolidin-1-yl)-3-(2-trifluoromethoxy-benzyl)-3H-[1,2,3]triazolo[4,5-d]pyrimidine), gum. Isolated yield 39.0%. Reactants: C(C)(C)(C)C=1N=C(C2=C(N1)N(N=N2)CC)N2CC(CC2)(F)F (5-tert-Butyl-7-(3,3-difluoro-pyrrolidin-1-yl)-3-ethyl-3H-[1,2,3]triazolo[4,5-d]pyrimidine), C(C)(C)(C)C=1N=C(C2=C(N1)NN=N2)N2CC(CC2)(F)F (5-tert-butyl-7-(3,3-difluoropyrrolidin-1-yl)-3H-[1,2,3]triazolo[4,5-d]pyrimidine), BrCC1=C(C=CC=C1)OC(F)(F)F (1-(bromomethyl)-2-(trifluoromethoxy)benzene). As a reaction SMILES: [C:1]([C:5]1[N:6]=[C:7]([N:16]2[CH2:20][CH2:19][C:18]([F:22])([F:21])[CH2:17]2)[C:8]2[N:13]=[N:12][N:11]([CH2:14][CH3:15])[C:9]=2[N:10]=1)([CH3:4])([CH3:3])[CH3:2].C(C1N=C(N2CCC(F)(F)C2)C2N=NNC=2N=1)(C)(C)C.BrC[C:45]1[CH:50]=[CH:49][CH:48]=C[C:46]=1[O:51][C:52]([F:55])([F:54])[F:53]>>[C:1]([C:5]1[N:6]=[C:7]([N:16]2[CH2:20][CH2:19][C:18]([F:21])([F:22])[CH2:17]2)[C:8]2[N:13]=[N:12][N:11]([CH2:14][C:15]3[CH:48]=[CH:49][CH:50]=[CH:45][C:46]=3[O:51][C:52]([F:55])([F:54])[F:53])[C:9]=2[N:10]=1)([CH3:2])([CH3:3])[CH3:4]. Procedure: In analogy to the procedure described for the synthesis of 5-tert-butyl-7-(3,3-difluoro-pyrrolidin-1-yl)-3-ethyl-3H-[1,2,3]triazolo[4,5-d]pyrimidine (example 61), the title compound was prepared from 5-tert-butyl-7-(3,3-difluoropyrrolidin-1-yl)-3H-[1,2,3]triazolo[4,5-d]pyrimidine and 1-(bromomethyl)-2-(trifluoromethoxy)benzene and isolated as light-yellow gum (7.3 mg, 39%). MS (m/e): 457.4 (MH+).